Dataset: the Open Reaction Database (ORD), a public repository of structured organic reaction records. Task: describe an organic reaction: reactants, conditions, products, and yield Reactants: N#Cc1ccc(C2=CCCCC2)cc1, CCO. The product is N#Cc1ccc(C2CCCCC2)cc1. RXN SMILES: [C:1]1([c:7]2[cH:8][cH:9][c:10]([C:11]#[N:12])[cH:13][cH:14]2)=[CH:2][CH2:3][CH2:4][CH2:5][CH2:6]1.[CH3:15][CH2:16][OH:17]>>[CH:1]1([c:7]2[cH:8][cH:9][c:10]([C:11]#[N:12])[cH:13][cH:14]2)[CH2:2][CH2:3][CH2:4][CH2:5][CH2:6]1. Starting materials: [OH-].[K+] (potassium hydroxide), ClC1=C(C=CC(=C1)Cl)C(C(CSC(C)=O)C)(CN1N=CN=C1)O (thioacetic acid S-[3-(2.4-dichlorophenyl)-3-hydroxy-2-methyl-4-(1H-1,2,4-triazol-1-yl)butyl] ester). The solvent is CO (methanol), CO (methanol). Run at time 10 minute. Yields the product ClC1=C(C=CC(=C1)Cl)[C@]([C@H](CS)C)(CN1N=CN=C1)O ((2R,3R)-3-(2,4-dichlorophenyl)-3-hydroxy-2-methyl-4-(1H-1,2,4-triazol-1-yl)-1-butanthiol). RXN SMILES: [OH-].[K+].[Cl:3][C:4]1[CH:9]=[C:8]([Cl:10])[CH:7]=[CH:6][C:5]=1[C:11]([OH:25])([CH2:19][N:20]1[CH:24]=[N:23][CH:22]=[N:21]1)[CH:12]([CH3:18])[CH2:13][S:14]C(=O)C>CO>[Cl:3][C:4]1[CH:9]=[C:8]([Cl:10])[CH:7]=[CH:6][C:5]=1[C@@:11]([OH:25])([CH2:19][N:20]1[CH:24]=[N:23][CH:22]=[N:21]1)[C@@H:12]([CH3:18])[CH2:13][SH:14] |f:0.1|. Reported procedure: Under nitrogen atmosphere at room temperature a solution of potassium hydroxide (0.266 g; 4,74 mmoles) in methanol (40 ml) was dropped into a solution of thioacetic acid S-[3-(2.4-dichlorophenyl)-3-hydroxy-2-methyl-4-(1H-1,2,4-triazol-1-yl)butyl] ester, prepared as described in Example 6 (1.72 g; 4.6 mmoles) in methanol (40 ml). After reacting for 10 minutes the reaction was quenched with 5% HCl (4 ml) diluted with water (20 ml), and the reaction mixture was concentrated under reduced pressure, ... Starting materials: CN1C(=NC=2C1=NC=C(C2)C(F)(F)F)C2=C(C=CC=C2)SCCC (3-methyl-2-(2-propylsulfanylphenyl)-6-trifluoromethyl-3H-imidazo[4,5-b]pyridine), I(=O)(=O)(=O)[O-].[Na+] (sodium periodate), C(O)([O-])=O.[Na+] (sodium hydrogen carbonate), S(=S)(=O)([O-])[O-].[Na+].[Na+] (sodium thiosulfate). Run in O (water), CO (methanol). Reaction conditions: temperature 40 celsius. Product: CN1C(=NC=2C1=NC=C(C2)C(F)(F)F)C2=C(C=CC=C2)S(=O)CCC (3-methyl-2-(2-propylsulfinylphenyl)-6-trifluoromethyl-3H-imidazo[4,5-b]pyridine). Isolated yield 73.9%. RXN SMILES: [CH3:1][N:2]1[C:6]2=[N:7][CH:8]=[C:9]([C:11]([F:14])([F:13])[F:12])[CH:10]=[C:5]2[N:4]=[C:3]1[C:15]1[CH:20]=[CH:19][CH:18]=[CH:17][C:16]=1[S:21][CH2:22][CH2:23][CH3:24].I([O-])(=O)(=O)=[O:26].[Na+].C(=O)([O-])O.[Na+].S([O-])([O-])(=O)=S.[Na+].[Na+]>O.CO>[CH3:1][N:2]1[C:6]2=[N:7][CH:8]=[C:9]([C:11]([F:14])([F:13])[F:12])[CH:10]=[C:5]2[N:4]=[C:3]1[C:15]1[CH:20]=[CH:19][CH:18]=[CH:17][C:16]=1[S:21]([CH2:22][CH2:23][CH3:24])=[O:26] |f:1.2,3.4,5.6.7|. Reported procedure: A mixture of 3-methyl-2-(2-propylsulfanylphenyl)-6-trifluoromethyl-3H-imidazo[4,5-b]pyridine (0.22 g), sodium periodate (0.27 g), methanol (2 ml), and water (4 ml) was stirred with heating at 40° C. for 1.5 hours. To the reaction mixture cooled to room temperature, saturated aqueous sodium hydrogen carbonate solution and saturated aqueous sodium thiosulfate solution were added, and extracted with ethyl acetate. The organic layer was dried over magnesium sulfate, and concentrated under reduced pr... Reactants: ClC1=CC=C2C=CC(=NC2=C1)COC1=CC2=C(OCC3=C(C2O)C=CC=C3)C=C1 (2-(7-Chloroquinolin-2-yl)methoxy-11-hydroxy-6,11-dihydrodibenz[b,e]oxepine), SCCC(=O)O (3-mercaptopropionic acid). Yields the product C(=O)(O)CCSC1C2=C(OCC3=C1C=CC=C3)C=CC(=C2)OCC2=NC3=CC(=CC=C3C=C2)Cl (11-(2-Carboxyethylthio)-2-(7-chloroquinolin-2-yl)methoxy-6,11-dihydrodibenz[b,e]oxepine). As a reaction SMILES: [Cl:1][C:2]1[CH:11]=[C:10]2[C:5]([CH:6]=[CH:7][C:8]([CH2:12][O:13][C:14]3[CH:29]=[CH:28][C:17]4[O:18][CH2:19][C:20]5[CH:27]=[CH:26][CH:25]=[CH:24][C:21]=5[CH:22](O)[C:16]=4[CH:15]=3)=[N:9]2)=[CH:4][CH:3]=1.[SH:30][CH2:31][CH2:32][C:33]([OH:35])=[O:34]>>[C:33]([CH2:32][CH2:31][S:30][CH:22]1[C:21]2[CH:24]=[CH:25][CH:26]=[CH:27][C:20]=2[CH2:19][O:18][C:17]2[CH:28]=[CH:29][C:14]([O:13][CH2:12][C:8]3[CH:7]=[CH:6][C:5]4[C:10](=[CH:11][C:2]([Cl:1])=[CH:3][CH:4]=4)[N:9]=3)=[CH:15][C:16]1=2)([OH:35])=[O:34]. Reported procedure: 2-(7-Chloroquinolin-2-yl)methoxy-11-hydroxy-6,11-dihydrodibenz[b,e]oxepine and 3-mercaptopropionic acid were used and reacted in the same manner as in Example 1 to obtain the title compound. Reactants: C(C)(=O)O[C@@H]1[C@]2(C)[C@@H](CC1)[C@@H]1CC=C3NC(CC[C@]3(C)[C@H]1CC2)=O (17β-acetoxy-4-aza-androst-5(6)-en-3-one), [OH-].[Na+] (NaOH), C(C)O.O1CCCC1 (ethanol tetrahydrofuran), [OH-].[Na+] (sodium hydroxide). Run in [Cl-].[Na+].O (brine). Conditions: time 0.5 hour. Product: O[C@@H]1[C@]2(C)[C@@H](CC1)[C@@H]1CC=C3NC(CC[C@]3(C)[C@H]1CC2)=O (17β-hydroxy-4-aza-androst-5(6)-en-3-one). Isolated yield 38.7%. Reaction SMILES: C([O:4][C@H:5]1[CH2:10][CH2:9][C@H:8]2[C@H:11]3[C@H:21]([CH2:22][CH2:23][C@:6]12[CH3:7])[C@:19]1([CH3:20])[C:14]([NH:15][C:16](=[O:24])[CH2:17][CH2:18]1)=[CH:13][CH2:12]3)(=O)C.C(O)C.O1CCCC1.[OH-].[Na+]>[Cl-].[Na+].O>[OH:4][C@H:5]1[CH2:10][CH2:9][C@H:8]2[C@H:11]3[C@H:21]([CH2:22][CH2:23][C@:6]12[CH3:7])[C@:19]1([CH3:20])[C:14]([NH:15][C:16](=[O:24])[CH2:17][CH2:18]1)=[CH:13][CH2:12]3 |f:1.2,3.4,5.6.7|. Procedure: The 17β-ethyl carboxylate prepared in Example 1B (0.9259 g, 2.793 mmol) is dissolved in 60 mL warm ethanol/tetrahydrofuran (1:1), 6M sodium hydroxide is added (NaOH, 10.0 mL, 60 mmol) and the reaction is stirred at room temperature for 2 ½ hours. The reaction mixture is diluted with brine (100 mL) and extracted with EtOAc (3×50 mL). The combined organic phases are washed with brine (50 mL) and ammonium chloride (NH4Cl), dried over magnesium sulfate, filtered and evaporated to give a crude reacti... Starting materials: ClC1=NN(c2ccccc2)CC1, ClCCl, Nc1ccc(Cl)cc1. The product is Clc1ccc(NC2=NN(c3ccccc3)CC2)cc1. As a reaction SMILES: [Cl:1][C:2]1=[N:3][N:4]([c:7]2[cH:8][cH:9][cH:10][cH:11][cH:12]2)[CH2:5][CH2:6]1.[Cl:21][CH2:22][Cl:23].[NH2:13][c:14]1[cH:15][cH:16][c:17]([Cl:18])[cH:19][cH:20]1>>[C:2]1([NH:13][c:14]2[cH:15][cH:16][c:17]([Cl:18])[cH:19][cH:20]2)=[N:3][N:4]([c:7]2[cH:8][cH:9][cH:10][cH:11][cH:12]2)[CH2:5][CH2:6]1. Reactants: ClC=1C=C(CN2C(C3=C(C(N(C(=C3CC2)C(=O)OC)CCCCNC)=O)O)=O)C=CC1F (Methyl 6-(3-chloro-4-fluorobenzyl)-4-hydroxy-2-[4-(methylamino)butyl]-3,5-dioxo-2,3,5,6,7,8-hexahydro-2,6-naphthyridine-1-carboxylate), [OH-].[K+] (potassium hydroxide), O1C(CCC1)CO.O (tetrahydrofuran-methanol water). Reaction conditions: temperature 50 celsius. The product is ClC=1C=C(CN2C(C3=C(C(N(C(=C3CC2)C(=O)O)CCCCNC)=O)O)=O)C=CC1F (6-(3-Chloro-4-fluorobenzyl)-4-hydroxy-2-[4-(methylamino)butyl]-3,5-dioxo-2,3,5,6,7,8-hexahydro-2,6-naphthyridine-1-carboxylic acid), hydrochloride salt. RXN SMILES: [Cl:1][C:2]1[CH:3]=[C:4]([CH:29]=[CH:30][C:31]=1[F:32])[CH2:5][N:6]1[CH2:15][CH2:14][C:13]2[C:8](=[C:9]([OH:27])[C:10](=[O:26])[N:11]([CH2:20][CH2:21][CH2:22][CH2:23][NH:24][CH3:25])[C:12]=2[C:16]([O:18]C)=[O:17])[C:7]1=[O:28].[OH-].[K+].O1CCCC1CO.O>>[Cl:1][C:2]1[CH:3]=[C:4]([CH:29]=[CH:30][C:31]=1[F:32])[CH2:5][N:6]1[CH2:15][CH2:14][C:13]2[C:8](=[C:9]([OH:27])[C:10](=[O:26])[N:11]([CH2:20][CH2:21][CH2:22][CH2:23][NH:24][CH3:25])[C:12]=2[C:16]([OH:18])=[O:17])[C:7]1=[O:28] |f:1.2,3.4|. Procedure: Methyl 6-(3-chloro-4-fluorobenzyl)-4-hydroxy-2-[4-(methylamino)butyl]-3,5-dioxo-2,3,5,6,7,8-hexahydro-2,6-naphthyridine-1-carboxylate (0.18 g, 0.38 mmol) and potassium hydroxide (0.17 g, 2.3 mmol) in a mixture of 1:1:1 v/v/v tetrahydrofuran-methanol-water (4.5 mL) was heated at 50° C. overnight. The reaction mixture was concentrated under vacuum. The residue was partitioned between dichloromethane and dilute hydrochloric acid. The aqueous extract was concentrated under vacuum to provide the titl...